From a dataset of the Open Reaction Database (ORD), a public repository of structured organic reaction records. describe an organic reaction: reactants, conditions, products, and yield Yields the product C1(=CC=CC=C1)N1NC(C(C1=O)=O)C(F)(F)F (1-phenyl-3-trifluoromethyl-4,5-pyrazolinedione). Procedure: 1-methyl-3-trifluoromethyl-4,5-pyrazolinedione; 1-isopropyl-3-trifluoromethyl4,5-pyrazolinedione; 1-ethyl-3-trifluoromethyl-4,5-pyrazolinedione; 3-trifluoromethyl-4,5-pyrazolinedione; Reaction SMILES: CN1C(=O)[C:5](=O)[CH:4]([C:9](F)(F)F)N1.[CH:13]([N:16]1[C:20](=[O:21])[C:19](=[O:22])[CH:18]([C:23]([F:26])([F:25])[F:24])[NH:17]1)([CH3:15])[CH3:14].C(N1C(=O)C(=O)C(C(F)(F)F)N1)C.FC(F)(F)C1C(=O)C(=O)NN1>>[C:13]1([N:16]2[C:20](=[O:21])[C:19](=[O:22])[CH:18]([C:23]([F:26])([F:25])[F:24])[NH:17]2)[CH:15]=[CH:9][CH:4]=[CH:5][CH:14]=1. Starting materials: CN1NC(C(C1=O)=O)C(F)(F)F (1-methyl-3-trifluoromethyl-4,5-pyrazolinedione), FC(C1NNC(C1=O)=O)(F)F (3-trifluoromethyl-4,5-pyrazolinedione), C(C)(C)N1NC(C(C1=O)=O)C(F)(F)F (1-isopropyl-3-trifluoromethyl4,5-pyrazolinedione), C(C)N1NC(C(C1=O)=O)C(F)(F)F (1-ethyl-3-trifluoromethyl-4,5-pyrazolinedione). Starting materials: C(C)(C)(C)C1=CC=C(C=C1)S(=O)(=O)N(C=1C=C2C=CC=NC2=CC1)CC(=O)O ([(4-tert-butyl-benzenesulfonyl)-quinolin-6-yl-amino]-acetic acid), C(C)NCC=1C=NC=CC1 (ethyl-pyridin-3-ylmethyl-amine). The product is C(C)(C)(C)C1=CC=C(C=C1)S(=O)(=O)N(CC(=O)N(CC=1C=NC=CC1)CC)C=1C=C2C=CC=NC2=CC1 (2-[(4-tert-Butyl-benzenesulfonyl)-quinolin-6-yl-amino]-N-ethyl-N-pyridin-3-ylmethyl-acetamide). RXN SMILES: [C:1]([C:5]1[CH:10]=[CH:9][C:8]([S:11]([N:14]([CH2:25][C:26]([OH:28])=O)[C:15]2[CH:16]=[C:17]3[C:22](=[CH:23][CH:24]=2)[N:21]=[CH:20][CH:19]=[CH:18]3)(=[O:13])=[O:12])=[CH:7][CH:6]=1)([CH3:4])([CH3:3])[CH3:2].[CH2:29]([NH:31][CH2:32][C:33]1[CH:34]=[N:35][CH:36]=[CH:37][CH:38]=1)[CH3:30]>>[C:1]([C:5]1[CH:6]=[CH:7][C:8]([S:11]([N:14]([C:15]2[CH:16]=[C:17]3[C:22](=[CH:23][CH:24]=2)[N:21]=[CH:20][CH:19]=[CH:18]3)[CH2:25][C:26]([N:31]([CH2:29][CH3:30])[CH2:32][C:33]2[CH:34]=[N:35][CH:36]=[CH:37][CH:38]=2)=[O:28])(=[O:13])=[O:12])=[CH:9][CH:10]=1)([CH3:3])([CH3:4])[CH3:2]. Reported procedure: prepared by reaction of [(4-tert-butyl-benzenesulfonyl)-quinolin-6-yl-amino]-acetic acid with ethyl-pyridin-3-ylmethyl-amine Reactants: C(C)NC(OCC(CNC(=O)OC(C)(C)C)C1=CC(=CC=C1)C(F)(F)F)=O (3-[(tert-Butoxycarbonyl)amino]-2-[3-(trifluoromethyl)phenyl]propyl ethylcarbamate), Cl (hydrogen chloride). The solvent is solution, O1CCOCC1 (dioxane). Reaction conditions: temperature 60 celsius. Yields the product Cl.C(C)NC(OCC(CN)C1=CC(=CC=C1)C(F)(F)F)=O (3-Amino-2-[3-(trifluoromethyl)phenyl]propyl ethylcarbamate hydrochloride). As a reaction SMILES: [CH2:1]([NH:3][C:4](=[O:27])[O:5][CH2:6][CH:7]([C:17]1[CH:22]=[CH:21][CH:20]=[C:19]([C:23]([F:26])([F:25])[F:24])[CH:18]=1)[CH2:8][NH:9]C(OC(C)(C)C)=O)[CH3:2].[ClH:28]>O1CCOCC1>[ClH:28].[CH2:1]([NH:3][C:4](=[O:27])[O:5][CH2:6][CH:7]([C:17]1[CH:22]=[CH:21][CH:20]=[C:19]([C:23]([F:25])([F:26])[F:24])[CH:18]=1)[CH2:8][NH2:9])[CH3:2] |f:3.4|. Procedure details: 105 mg (0.27 mmol) of the compound of Example 19A were dissolved in 2 ml of a 4 N solution of hydrogen chloride in dioxane, and the mixture was stirred at 60° C. until the reaction had gone to completion (about 2 h). The volatile components were then removed on a rotary evaporator and the residue was dried under high vacuum. This gave 91 mg of the title compound in a purity of about 83% according to LC/MS (about 86% of theory); this material was reacted further without further purification. The reactants are C(C)(=O)O (acetic acid), BrC1COC2=CC(=CC=C2C1=O)C#N (3-Bromo-4-oxochroman-7-carbonitrile), [N-]=[N+]=[N-].[Na+] (sodium azide). Run in CN(C)C=O (DMF), O (water). Reaction conditions: temperature -15 celsius, time 2 hour. The product is N(=[N+]=[N-])C1COC2=CC(=CC=C2C1=O)C#N (racemic 3-azido-4-oxochroman-7-carbonitrile). The yield is 92.5%. As a reaction SMILES: Br[CH:2]1[C:11](=[O:12])[C:10]2[C:5](=[CH:6][C:7]([C:13]#[N:14])=[CH:8][CH:9]=2)[O:4][CH2:3]1.C(O)(=O)C.[N-:19]=[N+:20]=[N-:21].[Na+]>CN(C=O)C.O>[N:19]([CH:2]1[C:11](=[O:12])[C:10]2[C:5](=[CH:6][C:7]([C:13]#[N:14])=[CH:8][CH:9]=2)[O:4][CH2:3]1)=[N+:20]=[N-:21] |f:2.3|. Procedure: 3-Bromo-4-oxochroman-7-carbonitrile Int-2-A (140 mg, 0.55 mmol) was dissolved in DMF (3627 μL) and glacial acetic acid (91.0 μL) was added. The solution was cooled to −15° C. To this solution was added sodium azide (54.2 mg, 0.83 mmol) in water (725 μL) dropwise. After stirring for 2 h at −15° C., the reaction mixture was warmed to room temperature and stirred until all the starting material was consumed. The color of the solution turned dark red. The reaction mixture was diluted by the addition... The reactants are C(=O)([O-])[O-].[K+].[K+] (K2CO3), N=C(COCCC1=CC2=CC=CC=C2C=C1)NC(=O)C1=NC=CN=C1Cl (3-chloro-pyrazine-2-carboxylic acid [1-imino-2-(2-naphthalen-2-yl-ethoxy)-ethyl]-amide), Cl (HCl). The solvent is CN(C)C=O (DMF). Reaction conditions: temperature 100 celsius. Product: C1=C(C=CC2=CC=CC=C12)CCOCC1=NC2=NC=CN=C2C(N1)=O (2-(2-Naphthalen-2-yl-ethoxymethyl)-3H-pteridin-4-one). Yield: 32.0%. Reaction SMILES: C([O-])([O-])=O.[K+].[K+].[NH:7]=[C:8]([NH:23][C:24]([C:26]1[C:31](Cl)=[N:30][CH:29]=[CH:28][N:27]=1)=[O:25])[CH2:9][O:10][CH2:11][CH2:12][C:13]1[CH:22]=[CH:21][C:20]2[C:15](=[CH:16][CH:17]=[CH:18][CH:19]=2)[CH:14]=1.Cl>CN(C=O)C>[CH:14]1[C:15]2[C:20](=[CH:19][CH:18]=[CH:17][CH:16]=2)[CH:21]=[CH:22][C:13]=1[CH2:12][CH2:11][O:10][CH2:9][C:8]1[NH:23][C:24](=[O:25])[C:26]2[C:31](=[N:30][CH:29]=[CH:28][N:27]=2)[N:7]=1 |f:0.1.2|. Procedure details: K2CO3 (442 mg) was added to a solution of 3-chloro-pyrazine-2-carboxylic acid [1-imino-2-(2-naphthalen-2-yl-ethoxy)-ethyl]-amide (590 mg) in DMF (5 ml) and heated to 100° C. for 3 h. The reaction mixture was acidified to pH=5 (aqueous HCl, 1N) and extracted with ethyl acetate. The organic layers were dried (Na2SO4), filtered, and the solvent was evaporated. 2-(2-Naphthalen-2-yl-ethoxymethyl)-3H-pteridin-4-one (170 mg, 32%) was obtained from the residue by column chromatography (silica gel, eluen... Starting materials: CCOc1ccc2c(c1)n(C1CCCCC1)c(=O)n2S(=O)(=O)c1ccc(C(=O)O)cc1OC, CCN(C(C)C)C(C)C, ClCCl, Nc1nccs1. The product is CCOc1ccc2c(c1)n(C1CCCCC1)c(=O)n2S(=O)(=O)c1ccc(C(=O)Nc2nccs2)cc1OC. As a reaction SMILES: [CH2:1]([CH3:2])[O:3][c:4]1[cH:5][c:6]2[c:7]([n:8]([S:18](=[O:19])(=[O:20])[c:21]3[c:22]([O:30][CH3:31])[cH:23][c:24]([C:27](=[O:28])[OH:29])[cH:25][cH:26]3)[c:9](=[O:17])[n:10]2[CH:11]2[CH2:12][CH2:13][CH2:14][CH2:15][CH2:16]2)[cH:32][cH:33]1.[CH:40]([N:41]([CH2:42][CH3:43])[CH:44]([CH3:45])[CH3:46])([CH3:47])[CH3:48].[Cl:49][CH2:50][Cl:51].[NH2:34][c:35]1[s:36][cH:37][cH:38][n:39]1>>[CH2:1]([CH3:2])[O:3][c:4]1[cH:5][c:6]2[c:7]([n:8]([S:18](=[O:19])(=[O:20])[c:21]3[c:22]([O:30][CH3:31])[cH:23][c:24]([C:27](=[O:28])[NH:34][c:35]4[s:36][cH:37][cH:38][n:39]4)[cH:25][cH:26]3)[c:9](=[O:17])[n:10]2[CH:11]2[CH2:12][CH2:13][CH2:14][CH2:15][CH2:16]2)[cH:32][cH:33]1.